From a dataset of the Open Reaction Database (ORD), a public repository of structured organic reaction records. describe an organic reaction: reactants, conditions, products, and yield The reactants are C(=O)OC(C)(C)C (H-Boc), C(C=C)(=O)OCC (ethyl acrylate), C1(CCC1)N (cyclobutylamine), 9. Run in C(C)(=O)OCC.CCCCCCC (ethyl acetate heptane). Yields the product C(C)(C)(C)OC(=O)N(CCC(=O)OCC)C1CCC1 (Ethyl N-tert-butoxycarbonyl-3-cyclobutylamino-propanoate). As a reaction SMILES: [C:1]([O:5][CH2:6][CH3:7])(=[O:4])[CH:2]=[CH2:3].[CH:8]1([NH2:12])[CH2:11][CH2:10][CH2:9]1.[CH:13]([O:15][C:16]([CH3:19])([CH3:18])[CH3:17])=[O:14]>C(OCC)(=O)C.CCCCCCC>[C:16]([O:15][C:13]([N:12]([CH:8]1[CH2:11][CH2:10][CH2:9]1)[CH2:3][CH2:2][C:1]([O:5][CH2:6][CH3:7])=[O:4])=[O:14])([CH3:19])([CH3:18])[CH3:17] |f:3.4|. Procedure details: The title compound was prepared from ethyl acrylate (1.09 ml, 10 mmol) and cyclobutylamine (0.85 ml, 10 mmol) according to Example 2a. Yield: 1.71 9 (63%). ESI-MS: 272.2 (M+H)+, 216.2 (M+H—C4H8)+, 172.2 (M+H-Boc)+. Rf (silica gel; ethyl acetate/heptane, 1:4, v/v): 0.44. The product is FC=1C=C(C=CC1C1=NC=C(C=C1)COC1CN2C(OC1)=NC(=C2)[N+](=O)[O-])N2C(OC(C2)CO)=O (3-{3-Fluoro-4-[5-(2-nitro-6,7-dihydro-5H-imidazo[2,1-b][1,3]oxazin-6-yloxymethyl)-pyridin-2-yl]-phenyl}-5-hydroxymethyl-oxazolidin-2-one). The reagents and catalysts are C=1C=CC(=CC1)[P](C=2C=CC=CC2)(C=3C=CC=CC3)[Pd]([P](C=4C=CC=CC4)(C=5C=CC=CC5)C=6C=CC=CC6)([P](C=7C=CC=CC7)(C=8C=CC=CC8)C=9C=CC=CC9)[P](C=1C=CC=CC1)(C=1C=CC=CC1)C=1C=CC=CC1 (Pd(Ph3P)4). Conditions: temperature 80 celsius. Reported procedure: 5-(tert-Butyl-dimethyl-silanyloxymethyl)-3-{3-fluoro-4-[5-(2-nitro-6,7-dihydro-5H-imidazo[2,1-b][1,3]oxazin-6-yloxymethyl)-pyridin-2-yl]-phenyl}-oxazolidin-2-one: To a suspension of 6-(6-bromo-pyridin-3-ylmethoxy)-2-nitro-6,7-dihydro-5H-imidazo[2,1-b][1,3]oxazine (150 mg, 0.40 mmol), 5-(tert-butyl-dimethyl-silanyloxymethyl)-3-[3-fluoro-4-(4,4,5,5-tetramethyl-[1,3,2]dioxaborolan-2-yl)-phenyl]-oxazolidin-2-one (198 mg, 0.44 mmol), Pd(Ph3P)4 (58 mg, 0.05 mmol) and K2CO3 (121 mg, 0.88 mmol) in DMF/H... As a reaction SMILES: C([SiH2][O:6][C:7](C)(C)[CH:8]1[O:12][C:11](=[O:13])[N:10]([C:14]2[CH:19]=[CH:18][C:17]([C:20]3[CH:25]=[CH:24][C:23]([CH2:26][O:27][CH:28]4[CH2:33][O:32][C:31]5=[N:34][C:35]([N+:37]([O-:39])=[O:38])=[CH:36][N:30]5[CH2:29]4)=[CH:22][N:21]=3)=[C:16]([F:40])[CH:15]=2)[CH2:9]1)(C)(C)C.BrC1N=CC(COC2COC3=NC([N+]([O-])=O)=CN3C2)=CC=1.C([SiH2]OC(C)(C)C1OC(=O)N(C2C=CC(B3OC(C)(C)C(C)(C)O3)=C(F)C=2)C1)(C)(C)C.C([O-])([O-])=O.[K+].[K+]>CN(C=O)C.O.C1C=CC([P]([Pd]([P](C2C=CC=CC=2)(C2C=CC=CC=2)C2C=CC=CC=2)([P](C2C=CC=CC=2)(C2C=CC=CC=2)C2C=CC=CC=2)[P](C2C=CC=CC=2)(C2C=CC=CC=2)C2C=CC=CC=2)(C2C=CC=CC=2)C2C=CC=CC=2)=CC=1>[F:40][C:16]1[CH:15]=[C:14]([N:10]2[CH2:9][CH:8]([CH2:7][OH:6])[O:12][C:11]2=[O:13])[CH:19]=[CH:18][C:17]=1[C:20]1[CH:25]=[CH:24][C:23]([CH2:26][O:27][CH:28]2[CH2:33][O:32][C:31]3=[N:34][C:35]([N+:37]([O-:39])=[O:38])=[CH:36][N:30]3[CH2:29]2)=[CH:22][N:21]=1 |f:3.4.5,6.7,^1:110,112,131,150|. The reactants are C(C)(C)(C)[SiH2]OC(C1CN(C(O1)=O)C1=CC(=C(C=C1)C1=NC=C(C=C1)COC1CN2C(OC1)=NC(=C2)[N+](=O)[O-])F)(C)C (5-(tert-Butyl-dimethyl-silanyloxymethyl)-3-{3-fluoro-4-[5-(2-nitro-6,7-dihydro-5H-imidazo[2,1-b][1,3]oxazin-6-yloxymethyl)-pyridin-2-yl]-phenyl}-oxazolidin-2-one), BrC1=CC=C(C=N1)COC1CN2C(OC1)=NC(=C2)[N+](=O)[O-] (6-(6-bromo-pyridin-3-ylmethoxy)-2-nitro-6,7-dihydro-5H-imidazo[2,1-b][1,3]oxazine), C(C)(C)(C)[SiH2]OC(C1CN(C(O1)=O)C1=CC(=C(C=C1)B1OC(C(O1)(C)C)(C)C)F)(C)C (5-(tert-butyl-dimethyl-silanyloxymethyl)-3-[3-fluoro-4-(4,4,5,5-tetramethyl-[1,3,2]dioxaborolan-2-yl)-phenyl]-oxazolidin-2-one), C(=O)([O-])[O-].[K+].[K+] (K2CO3). Run in CN(C)C=O.O (DMF H2O). The reactants are ClC1=CC=C(C=C1)C(N1CC(C1)C(=O)C1=CC(=CC(=C1)F)F)C1=CC=C(C=C1)Cl ({1-[bis(4-chlorophenyl)methyl]azetidin-3-yl}(3,5-difluorophenyl)methanone), C(C)(C)(C)[Mg]Cl (tert-butyl magnesium chloride), [OH-].[Na+] (NaOH), CCOCC (ether). The solvent is C1CCOC1 (THF). Reaction conditions: temperature -78 celsius, time 1 hour. Product: ClC1=CC=C(C=C1)C(N1CC(C1)C(C(C)(C)C)(O)C1=CC(=CC(=C1)F)F)C1=CC=C(C=C1)Cl (1-{1-[bis(4-chlorophenyl)methyl]azetidin-3-yl}-1-(3,5-difluorophenyl)-2,2-dimethylpropan-1-ol). RXN SMILES: [Cl:1][C:2]1[CH:7]=[CH:6][C:5]([CH:8]([C:23]2[CH:28]=[CH:27][C:26]([Cl:29])=[CH:25][CH:24]=2)[N:9]2[CH2:12][CH:11]([C:13]([C:15]3[CH:20]=[C:19]([F:21])[CH:18]=[C:17]([F:22])[CH:16]=3)=[O:14])[CH2:10]2)=[CH:4][CH:3]=1.[C:30]([Mg]Cl)([CH3:33])([CH3:32])[CH3:31].CCOCC.[OH-].[Na+]>C1COCC1>[Cl:1][C:2]1[CH:7]=[CH:6][C:5]([CH:8]([C:23]2[CH:24]=[CH:25][C:26]([Cl:29])=[CH:27][CH:28]=2)[N:9]2[CH2:12][CH:11]([C:13]([C:15]3[CH:20]=[C:19]([F:21])[CH:18]=[C:17]([F:22])[CH:16]=3)([OH:14])[C:30]([CH3:33])([CH3:32])[CH3:31])[CH2:10]2)=[CH:4][CH:3]=1 |f:3.4|. Procedure details: To a solution of 120 mg (0.278 mmol) of {1-[bis(4-chlorophenyl)methyl]azetidin-3-yl}(3,5-difluorophenyl)methanone (Example 19, Step 4) in 3 mL of THF, 0.35 mL (0.69 mmol) of tert-butyl magnesium chloride (2M in THF) was added and stirred for 1 h at −78° C. Then to the reaction mixture was added 30 μL of ether and 5 mL of 7 mL of qNaHCO3. The pH was adjusted to 8-9 with 2N NaOH. The water layer was extracted with CH2Cl2 (3×30 mL). The combined organic layer was dried over Na2SO4 and concentrated.... Procedure: Synthesized from pivalic acid 6-{2-[ethyl(3-fluoro-4-hydroxybenzoyl)amino]-4,5-dimethoxyphenyl}-5,6,7,8-tetrahydronaphthalen-2-yl ester (19 mg) and 2-bromo-1-(2,2,6,6-tetramethylpiperidin-1-yl)ethanone (18 mg) according to an analogous synthetic method to Example 404 and purified by LC-MS, the title compound (1.4 mg) was obtained. Reactants: C(C)N(C1=C(C=C(C(=C1)OC)OC)C1CC=2C=CC(=CC2CC1)OC(C(C)(C)C)=O)C(C1=CC(=C(C=C1)O)F)=O (pivalic acid 6-{2-[ethyl(3-fluoro-4-hydroxybenzoyl)amino]-4,5-dimethoxyphenyl}-5,6,7,8-tetrahydronaphthalen-2-yl ester), BrCC(=O)N1C(CCCC1(C)C)(C)C (2-bromo-1-(2,2,6,6-tetramethylpiperidin-1-yl)ethanone). Reaction SMILES: [CH2:1]([N:3]([C:31](=O)[C:32]1[CH:37]=[CH:36][C:35]([OH:38])=[C:34]([F:39])[CH:33]=1)[C:4]1[CH:9]=[C:8]([O:10][CH3:11])[C:7]([O:12][CH3:13])=[CH:6][C:5]=1[CH:14]1[CH2:23][CH2:22][C:21]2[CH:20]=[C:19]([O:24]C(=O)C(C)(C)C)[CH:18]=[CH:17][C:16]=2[CH2:15]1)[CH3:2].Br[CH2:42][C:43]([N:45]1[C:50]([CH3:52])([CH3:51])[CH2:49][CH2:48][CH2:47][C:46]1([CH3:54])[CH3:53])=O>>[CH2:1]([N:3]([CH2:31][C:32]1[CH:37]=[CH:36][C:35]([O:38][CH2:42][CH2:43][N:45]2[C:50]([CH3:52])([CH3:51])[CH2:49][CH2:48][CH2:47][C:46]2([CH3:54])[CH3:53])=[C:34]([F:39])[CH:33]=1)[C:4]1[CH:9]=[C:8]([O:10][CH3:11])[C:7]([O:12][CH3:13])=[CH:6][C:5]=1[CH:14]1[CH2:23][CH2:22][C:21]2[CH:20]=[C:19]([OH:24])[CH:18]=[CH:17][C:16]=2[CH2:15]1)[CH3:2]. The yield is 6.5%. Yields the product C(C)N(C1=C(C=C(C(=C1)OC)OC)C1CC=2C=CC(=CC2CC1)O)CC1=CC(=C(C=C1)OCCN1C(CCCC1(C)C)(C)C)F (6-{2-{Ethyl{3-fluoro-4-[2-(2,2,6,6-tetramethylpiperidin-1-yl)ethoxy]benzyl}amino}-4,5-dimethoxyphenyl}-5,6,7,8-tetrahydronaphthalen-2-ol). Starting materials: C(C)OC(C(CCCC)NC=1C=C2C=NNC2=CC1)=O (2-(1H-indazol-5-ylamino)-hexanoic acid ethyl ester), [C-]#N.[K+] (KCN). The solvent is N (NH3), CO (methanol). The product is N1N=CC2=CC(=CC=C12)NC(C(=O)N)CCCC (2-(1H-indazol-5-ylamino)-hexanoic acid amide). Isolated yield 724.5%. As a reaction SMILES: C(O[C:4](=[O:20])[CH:5]([NH:10][C:11]1[CH:12]=[C:13]2[C:17](=[CH:18][CH:19]=1)[NH:16][N:15]=[CH:14]2)[CH2:6][CH2:7][CH2:8][CH3:9])C.[C-]#[N:22].[K+]>N.CO>[NH:16]1[C:17]2[C:13](=[CH:12][C:11]([NH:10][CH:5]([CH2:6][CH2:7][CH2:8][CH3:9])[C:4]([NH2:22])=[O:20])=[CH:19][CH:18]=2)[CH:14]=[N:15]1 |f:1.2|. Procedure: A solution of 2-(1H-indazol-5-ylamino)-hexanoic acid ethyl ester (1.0 g, 3.63 mmol) and KCN (0.026 g, 0.363 mmol) in 7N NH3 in methanol (10.4 mL) was heated at 80° C. in a sealed tube. After 96 ours the reaction mixture was cooled to ambient temperature, concentrated in vacuo, and purified by chromatography (silica, 0 to 10% MeOH in DCM) to furnish 2-(1H-indazol-5-ylamino)-hexanoic acid amide (0.647 g, 2.63 mmol, 72%) as a foam.